Dataset: the Open Reaction Database (ORD), a public repository of structured organic reaction records. Task: describe an organic reaction: reactants, conditions, products, and yield Reaction SMILES: [C:12]([CH2:13][C:14](=[O:15])[CH3:16])(=[O:17])[O:18][CH3:19].[CH2:20]1[CH2:21][CH2:22][NH:23][CH2:24][CH2:25]1.[CH3:26][C:27](=[O:28])[OH:29].[N+:1](=[O:2])([O-:3])[c:4]1[c:5]([CH:6]=[O:7])[cH:8][cH:9][cH:10][cH:11]1.[cH:30]1[cH:31][cH:32][cH:33][cH:34][cH:35]1>>[N+:1](=[O:2])([O-:3])[c:4]1[c:5]([CH:6]=[CH:16][C:14]([CH2:13][C:12](=[O:17])[O:18][CH3:19])=[O:15])[cH:8][cH:9][cH:10][cH:11]1. Starting materials: COC(=O)CC(C)=O, C1CCNCC1, CC(=O)O, O=Cc1ccccc1[N+](=O)[O-], c1ccccc1. The product is COC(=O)CC(=O)C=Cc1ccccc1[N+](=O)[O-]. Reactants: C=CCCCCCCCCCC, CCO, [K+], [OH-], C=CCCCCCCCCC(=O)O. Product: C#CCCCCCCCCCC. RXN SMILES: [CH2:1]=[CH:2][CH2:3][CH2:4][CH2:5][CH2:6][CH2:7][CH2:8][CH2:9][CH2:10][CH2:11][CH3:12].[CH3:28][CH2:29][OH:30].[K+:27].[OH-:26].[OH:13][C:14]([CH2:15][CH2:16][CH2:17][CH2:18][CH2:19][CH2:20][CH2:21][CH2:22][CH:23]=[CH2:24])=[O:25]>>[CH:1]#[C:2][CH2:3][CH2:4][CH2:5][CH2:6][CH2:7][CH2:8][CH2:9][CH2:10][CH2:11][CH3:12]. Starting materials: C1CCOC1, COc1cc2c(OC)cc(C(=O)O)cc2c(C)c1OC, CI, O. Product: CCc1c(OC)c(OC)cc2c(OC)cc(C(=O)O)cc12. RXN SMILES: [CH2:24]1[O:25][CH2:26][CH2:27][CH2:28]1.[CH3:1][O:2][c:3]1[cH:4][c:5]([C:18](=[O:19])[OH:20])[cH:6][c:7]2[c:8]([CH3:17])[c:9]([O:15][CH3:16])[c:10]([O:13][CH3:14])[cH:11][c:12]12.[CH3:21][I:22].[OH2:23]>>[CH3:1][O:2][c:3]1[cH:4][c:5]([C:18](=[O:19])[OH:20])[cH:6][c:7]2[c:8]([CH2:17][CH3:21])[c:9]([O:15][CH3:16])[c:10]([O:13][CH3:14])[cH:11][c:12]12. Starting materials: Cl.C(CCCCCCCCCCCCCCC)NC1=CC=C(C(=O)Cl)C=C1 (4-(hexadecylamino)benzoyl chloride hydrochloride), CC(=O)C (acetone), CC(C#N)(O)C (acetone cyanohydrin). Solvent: N1=CC=CC=C1 (pyridine). Conditions: time 2 hour. Product: C(CCCCCCCCCCCCCCC)NC1=CC=C(C(=O)OC(C)(C)C#N)C=C1 (2-cyano-2-propyl 4-(hexadecylamino)benzoate). As a reaction SMILES: Cl.[CH2:2]([NH:18][C:19]1[CH:27]=[CH:26][C:22]([C:23](Cl)=[O:24])=[CH:21][CH:20]=1)[CH2:3][CH2:4][CH2:5][CH2:6][CH2:7][CH2:8][CH2:9][CH2:10][CH2:11][CH2:12][CH2:13][CH2:14][CH2:15][CH2:16][CH3:17].CC(C)=O.[CH3:32][C:33]([CH3:37])([OH:36])[C:34]#[N:35]>N1C=CC=CC=1>[CH2:2]([NH:18][C:19]1[CH:27]=[CH:26][C:22]([C:23]([O:36][C:33]([C:34]#[N:35])([CH3:37])[CH3:32])=[O:24])=[CH:21][CH:20]=1)[CH2:3][CH2:4][CH2:5][CH2:6][CH2:7][CH2:8][CH2:9][CH2:10][CH2:11][CH2:12][CH2:13][CH2:14][CH2:15][CH2:16][CH3:17] |f:0.1|. Procedure: A stirred solution of 20 g. (48.0 m moles) 4-(hexadecylamino)benzoyl chloride hydrochloride in 500 ml. acetone and 50 ml. pyridine is cooled in an ice-water bath, and to this in portions is added 4.3 g. (51 m moles) acetone cyanohydrin. The solution is warmed to room temperature and stirred for an additional two hours. The solvents are evaporated to a yellow gum, which crystallizes to off-white crystals from ethanol.